This data is from the Open Reaction Database (ORD), a public repository of structured organic reaction records. The task is: describe an organic reaction: reactants, conditions, products, and yield Yields the product C1(=CC=C(C=C1)C(=O)OC1=CC(=CC(=C1)C)C)C (3.5-dimethylphenyl p-toluate). Starting materials: C1(=CC=C(C=C1)C(=O)Cl)C (p-Toluoyl chloride), CC=1C=C(C=C(C1)C)O (3,5-dimethylphenol), C(C)OCC (diethyl ether), O (water). Run in N1=CC=CC=C1 (pyridine). Isolated yield 84.8%. As a reaction SMILES: [C:1]1([CH3:10])[CH:6]=[CH:5][C:4]([C:7](Cl)=[O:8])=[CH:3][CH:2]=1.[CH3:11][C:12]1[CH:13]=[C:14]([OH:19])[CH:15]=[C:16]([CH3:18])[CH:17]=1.C(OCC)C.O>N1C=CC=CC=1>[C:1]1([CH3:10])[CH:6]=[CH:5][C:4]([C:7]([O:19][C:14]2[CH:15]=[C:16]([CH3:18])[CH:17]=[C:12]([CH3:11])[CH:13]=2)=[O:8])=[CH:3][CH:2]=1. Procedure: p-Toluoyl chloride (154 g.) was added during 30 minutes to a solution of 3,5-dimethylphenol (122 g.) in anhydrous pyridine (200 ml.), with stirring. The temperature rose to 80° C. The mixture was stirred and heated on the steambath for 3 hours, and was then cooled and stirred with diethyl ether (500 ml.) and water (2000 ml.). The organic layer was separated, and the aqueous layer was further extracted with diethyl ether (3×250 ml.). The combined ether solutions were washed with N aqueous sodium ... Reactants: CC(=O)O, C1COCCN1, CO, ClCCl, Cl, [Na+], O=C([O-])O, O=CCn1ncc2cc(-n3ccc(-c4ccc(C(F)(F)F)cc4)cc3=O)ccc21. The product is O=c1cc(-c2ccc(C(F)(F)F)cc2)ccn1-c1ccc2c(cnn2CCN2CCOCC2)c1. RXN SMILES: [C:47]([OH:48])(=[O:49])[CH3:50].[CH2:30]1[CH2:31][O:32][CH2:33][CH2:34][NH:35]1.[CH3:45][OH:46].[Cl:42][CH2:43][Cl:44].[ClH:36].[Na+:41].[O-:37][C:38]([OH:39])=[O:40].[O:1]=[c:2]1[n:3](-[c:18]2[cH:19][c:20]3[cH:21][n:22][n:23]([CH2:27][CH:28]=[O:29])[c:24]3[cH:25][cH:26]2)[cH:4][cH:5][c:6](-[c:8]2[cH:9][cH:10][c:11]([C:14]([F:15])([F:16])[F:17])[cH:12][cH:13]2)[cH:7]1>>[O:1]=[c:2]1[n:3](-[c:18]2[cH:19][c:20]3[cH:21][n:22][n:23]([CH2:27][CH2:28][N:35]4[CH2:30][CH2:31][O:32][CH2:33][CH2:34]4)[c:24]3[cH:25][cH:26]2)[cH:4][cH:5][c:6](-[c:8]2[cH:9][cH:10][c:11]([C:14]([F:15])([F:16])[F:17])[cH:12][cH:13]2)[cH:7]1. The reactants are [Al+3], C1CCOC1, CO, Cc1cc2[nH]ncc2cc1C#N, [H-], [H-], [H-], [H-], [Li+], [Na+], [OH-], O. Product: Cc1cc2[nH]ncc2cc1CN. Reaction SMILES: [Al+3:14].[CH2:23]1[O:24][CH2:25][CH2:26][CH2:27]1.[CH3:19][OH:20].[CH3:1][c:2]1[c:3]([C:11]#[N:12])[cH:4][c:5]2[cH:6][n:7][nH:8][c:9]2[cH:10]1.[H-:13].[H-:16].[H-:17].[H-:18].[Li+:15].[Na+:22].[OH-:21].[OH2:28]>>[CH3:1][c:2]1[c:3]([CH2:11][NH2:12])[cH:4][c:5]2[cH:6][n:7][nH:8][c:9]2[cH:10]1. Starting materials: Cl.C(C)N1C(=NC=C1)CC1COC2=C(O1)C=CC=C2 (1-Ethyl-2-(1,4-benzodioxan-2-ylmethyl)imidazole hydrochloride), C([O-])([O-])=O.[K+].[K+] (potassium carbonate). The solvent is CCOCC (ether). The product is C(C)N1C(=NC=C1)CC1COC2=C(O1)C=CC=C2 (1-ethyl-2-(1,4-benzodioxan-2-ylmethyl)imidazole). As a reaction SMILES: Cl.[CH2:2]([N:4]1[CH:8]=[CH:7][N:6]=[C:5]1[CH2:9][CH:10]1[O:15][C:14]2[CH:16]=[CH:17][CH:18]=[CH:19][C:13]=2[O:12][CH2:11]1)[CH3:3].C(=O)([O-])[O-].[K+].[K+]>CCOCC>[CH2:2]([N:4]1[CH:8]=[CH:7][N:6]=[C:5]1[CH2:9][CH:10]1[O:15][C:14]2[CH:16]=[CH:17][CH:18]=[CH:19][C:13]=2[O:12][CH2:11]1)[CH3:3] |f:0.1,2.3.4|. Procedure: 1-Ethyl-2-(1,4-benzodioxan-2-ylmethyl)imidazole hydrochloride (1.0 g) suspended in 50 ml of ether is stirred with excess dilute aqueous potassium carbonate solution until the salt is completely dissolved. The organic layer is then separated, washed twice with water, dried over magnesium sulfate and evaporated to yield 1-ethyl-2-(1,4-benzodioxan-2-ylmethyl)imidazole, m.p. 77°-78° C. Yields the product CC(C)(C)OC(=O)N1CCN(C2CCC2)CC1. The reactants are O=C1CCC1, [BH3-]C#N, C1CCOC1, CC(=O)O, CC(C)(C)OC(=O)N1CCNCC1, [Na+], O. As a reaction SMILES: [C:1]1(=[O:5])[CH2:2][CH2:3][CH2:4]1.[C:23]([BH3-:24])#[N:25].[CH2:27]1[O:28][CH2:29][CH2:30][CH2:31]1.[CH3:6][C:7](=[O:8])[OH:9].[N:10]1([C:16](=[O:17])[O:18][C:19]([CH3:20])([CH3:21])[CH3:22])[CH2:11][CH2:12][NH:13][CH2:14][CH2:15]1.[Na+:26].[OH2:32]>>[CH:1]1([N:13]2[CH2:12][CH2:11][N:10]([C:16](=[O:17])[O:18][C:19]([CH3:20])([CH3:21])[CH3:22])[CH2:15][CH2:14]2)[CH2:2][CH2:3][CH2:4]1. Starting materials: CC(=O)O, [Cl-], Cl, Cc1nn(-c2ccc(S(=O)(=O)Cl)cc2F)c(=O)n1C(F)F, [Na+], Cl[Sn]Cl. Yields the product Cc1nn(-c2ccc(S)cc2F)c(=O)n1C(F)F. As a reaction SMILES: [CH3:28][C:29](=[O:30])[OH:31].[Cl-:27].[ClH:1].[F:5][CH:6]([n:7]1[c:8]([CH3:24])[n:9][n:10](-[c:13]2[c:14]([F:23])[cH:15][c:16]([S:19]([Cl:20])(=[O:21])=[O:22])[cH:17][cH:18]2)[c:11]1=[O:12])[F:25].[Na+:26].[Sn:2]([Cl:3])[Cl:4]>>[F:5][CH:6]([n:7]1[c:8]([CH3:24])[n:9][n:10](-[c:13]2[c:14]([F:23])[cH:15][c:16]([SH:19])[cH:17][cH:18]2)[c:11]1=[O:12])[F:25]. Starting materials: ClS(=O)(=O)O (ClSO3H), C(C)(=O)NC=1SC=CC1C(=O)N (2-acetylamino-thiophene-3-carboxylic acid amide). Run at temperature 50 celsius, time 3 hour. Product: C(C)(=O)NC1=C(C=C(S1)S(=O)(=O)Cl)C(N)=O (5-acetylamino-4-carbamoyl-thiophene-2-sulfonylchloride). Reaction SMILES: [Cl:1][S:2]([OH:5])(=O)=[O:3].[C:6]([NH:9][C:10]1[S:11][CH:12]=[CH:13][C:14]=1[C:15]([NH2:17])=[O:16])(=[O:8])[CH3:7]>>[C:6]([NH:9][C:10]1[S:11][C:12]([S:2]([Cl:1])(=[O:5])=[O:3])=[CH:13][C:14]=1[C:15](=[O:16])[NH2:17])(=[O:8])[CH3:7]. Procedure details: Neat ClSO3H (29 mL, 440 mmol) is cooled to 0° C., and 2-acetylamino-thiophene-3-carboxylic acid amide (8.1 g, 44 mmol) is added in portions over a period of 15 min. The mixture is then stirred at 50° C. for 3 h, cooled to room temperature, and then poured slowly to ice cold water. The resulting suspension is washed twice with EtOAc, the combined organic fractions are dried over MgSO4, filtered and evaporated to give the desired product, which is used as such. Reactants: C(=O)C=O (glyoxal), C(C)N1N=CC(=C1O)C(C1=C(C(=C(C=C1)S(=O)(=O)C)NCCO)Cl)=O (1-ethyl-4-(2-chloro-3-(2-hydroxyethylamino)-4-methylsulfonylbenzoyl)-5-hydroxypyrazole), C(=O)C=O (glyoxal). The solvent is C1(=CC=CC=C1)C (toluene). Conditions: time 24 hour. Product: C(C)N1N=CC(=C1O)C(C1=C(C(=C(C=C1)S(=O)(=O)C)N1CC(OCC1)=O)Cl)=O (1-Ethyl-4-(2-chloro-3-(morpholin-2-on-4-yl)-4-methylsulfonylbenzoyl)-5-hydroxypyrazole). RXN SMILES: [CH2:1]([N:3]1[C:7]([OH:8])=[C:6]([C:9](=[O:25])[C:10]2[CH:15]=[CH:14][C:13]([S:16]([CH3:19])(=[O:18])=[O:17])=[C:12]([NH:20][CH2:21][CH2:22][OH:23])[C:11]=2[Cl:24])[CH:5]=[N:4]1)[CH3:2].[CH:26]([CH:28]=[O:29])=O>C1(C)C=CC=CC=1>[CH2:1]([N:3]1[C:7]([OH:8])=[C:6]([C:9](=[O:25])[C:10]2[CH:15]=[CH:14][C:13]([S:16]([CH3:19])(=[O:17])=[O:18])=[C:12]([N:20]3[CH2:26][CH2:28][O:29][C:22](=[O:23])[CH2:21]3)[C:11]=2[Cl:24])[CH:5]=[N:4]1)[CH3:2]. Procedure: A solution of 0.50 g (1.3 mmol) of 1-ethyl-4-(2-chloro-3-(2-hydroxyethylamino)-4-methylsulfonylbenzoyl)-5-hydroxypyrazole in 20 mL of toluene was heated to 90° C. and treated with 2 mL of 40 percent aqueous glyoxal solution with stirring. The progress of the reaction was monitored by HPLC analysis and additional aliquots of 40 percent aqueous glyoxal solution were added every few hours until the starting material was consumed. After 24 hours, the reaction was complete and the dark solution was d... Starting materials: BrCc1ccccc1, CCOC(C)=O, C[N+](C)(C)Cc1ccccc1, CCCCCC, [Cl-], [Na+], [OH-], O, CC(C)(C)OC(=O)NCCO. Product: CC(C)(C)OC(=O)NCCOCc1ccccc1. RXN SMILES: [Br:14][CH2:15][c:16]1[cH:17][cH:18][cH:19][cH:20][cH:21]1.[C:22]([O:23][CH2:24][CH3:25])(=[O:26])[CH3:27].[CH2:35]([N+:36]([CH3:37])([CH3:38])[CH3:39])[c:40]1[cH:41][cH:42][cH:43][cH:44][cH:45]1.[CH3:28][CH2:29][CH2:30][CH2:31][CH2:32][CH3:33].[Cl-:34].[Na+:13].[OH-:12].[OH2:46].[OH:1][CH2:2][CH2:3][NH:4][C:5]([O:6][C:7]([CH3:8])([CH3:9])[CH3:10])=[O:11]>>[O:1]([CH2:2][CH2:3][NH:4][C:5]([O:6][C:7]([CH3:8])([CH3:9])[CH3:10])=[O:11])[CH2:15][c:16]1[cH:17][cH:18][cH:19][cH:20][cH:21]1. Starting materials: CCOC(=O)CCCOc1ccc(C(=C2CCCCCC2)c2ccc(O)cc2)cc1, C1CCOC1, CCO, [Na+], [OH-]. Yields the product O=C(O)CCCOc1ccc(C(=C2CCCCCC2)c2ccc(O)cc2)cc1. Reaction SMILES: [C:1]1(=[C:8]([c:9]2[cH:10][cH:11][c:12]([O:15][CH2:16][CH2:17][CH2:18][C:19](=[O:20])[O:21][CH2:22][CH3:23])[cH:13][cH:14]2)[c:24]2[cH:25][cH:26][c:27]([OH:30])[cH:28][cH:29]2)[CH2:2][CH2:3][CH2:4][CH2:5][CH2:6][CH2:7]1.[CH2:36]1[O:37][CH2:38][CH2:39][CH2:40]1.[CH3:31][CH2:32][OH:33].[Na+:35].[OH-:34]>>[C:1]1(=[C:8]([c:9]2[cH:10][cH:11][c:12]([O:15][CH2:16][CH2:17][CH2:18][C:19](=[O:20])[OH:21])[cH:13][cH:14]2)[c:24]2[cH:25][cH:26][c:27]([OH:30])[cH:28][cH:29]2)[CH2:2][CH2:3][CH2:4][CH2:5][CH2:6][CH2:7]1.